From a dataset of the Open Reaction Database (ORD), a public repository of structured organic reaction records. describe an organic reaction: reactants, conditions, products, and yield Starting materials: CC(C)(C)OC(=O)N1CCC(CCN2C(=O)c3ccccc3C2=O)CC1, CCO, NN, O. Yields the product CC(C)(C)OC(=O)N1CCC(CCN)CC1. Reaction SMILES: [C:1]([CH3:2])([CH3:3])([CH3:4])[O:5][C:6](=[O:7])[N:8]1[CH2:9][CH2:10][CH:11]([CH2:14][CH2:15][N:16]2[C:17](=[O:18])[c:19]3[cH:20][cH:21][cH:22][cH:23][c:24]3[C:25]2=[O:26])[CH2:12][CH2:13]1.[CH3:30][CH2:31][OH:32].[NH2:28][NH2:29].[OH2:27]>>[C:1]([CH3:2])([CH3:3])([CH3:4])[O:5][C:6](=[O:7])[N:8]1[CH2:9][CH2:10][CH:11]([CH2:14][CH2:15][NH2:16])[CH2:12][CH2:13]1.